From a dataset of the Open Reaction Database (ORD), a public repository of structured organic reaction records. describe an organic reaction: reactants, conditions, products, and yield The reactants are ClCCl (dichloromethane), CC1(OBOC1(C)C)C (4,4,5,5-tetramethyl-[1,3,2]dioxaborolane), solution, COC(=O)C=1OC(=C(C1)CSC1=CC=C(C=C1)Br)C (4-(4-Bromo-phenylsulphanylmethyl)-5-methyl-furan-2-carboxylic acid methyl ester). Run in O1CCCC1 (tetrahydrofuran), O1CCOCC1 (1,4-dioxan). Conditions: temperature 100 celsius. Yields the product 1v/v, COC(=O)C=1OC(=C(C1)CSC1=CC=C(C=C1)B1OC(C(O1)(C)C)(C)C)C (5-Methyl-4-[4-(4,4,5,5-tetramethyl-[1,3,2]dioxaborolan-2-yl)-phenylsulphanylmethyl]-furan-2-carboxylic acid methyl ester). Reaction SMILES: ClCCl.[CH3:4][C:5]1([CH3:12])[C:9]([CH3:11])([CH3:10])[O:8][BH:7][O:6]1.[CH3:13][O:14][C:15]([C:17]1[O:18][C:19]([CH3:31])=[C:20]([CH2:22][S:23][C:24]2[CH:29]=[CH:28][C:27](Br)=[CH:26][CH:25]=2)[CH:21]=1)=[O:16]>O1CCCC1.O1CCOCC1>[CH3:13][O:14][C:15]([C:17]1[O:18][C:19]([CH3:31])=[C:20]([CH2:22][S:23][C:24]2[CH:29]=[CH:28][C:27]([B:7]3[O:8][C:9]([CH3:11])([CH3:10])[C:5]([CH3:12])([CH3:4])[O:6]3)=[CH:26][CH:25]=2)[CH:21]=1)=[O:16]. Procedure details: [1,1′-Bis(diphenylphosphino)ferrocene]dichloropalladium(II) complex with dichloromethane (1:1) (30 mg) and 4,4,5,5-tetramethyl-[1,3,2]dioxaborolane (2.34 ml of a 1M solution in tetrahydrofuran) were added to a degassed solution of 4-(4-bromo-phenylsulphanylmethyl)-5-methyl-furan-2-carboxylic acid methyl ester (150) (400 mg, 1.17 mmoles) in 1,4-dioxan (120 ml). The mixture was heated at 100° C., under an argon atmosphere, for 20 hours, cooled and evaporated. The residue was partitioned between et... Starting materials: C(C1=CC=CC=C1)(C1=CC=CC=C1)=NNC1=CC(=CC(=C1)C(C)(C)C)C(C)(C)C (N-Benzhydrylidene-N′-(3,5-di-tert-butyl-phenyl)-hydrazine), C([O-])(O)=O.[Na+] (sodium bicarbonate), C(C(=O)C)(=O)OCC (ethyl pyruvate), O.C1(=CC=C(C=C1)S(=O)(=O)O)C (p-toluene sulfonic acid monohydrate). Run in C(C)O (ethanol), O (water). Reaction conditions: temperature 150 celsius, time 1 hour. Yields the product C(C)OC(=O)C=1NC2=CC(=CC(=C2C1)C(C)(C)C)C(C)(C)C (4,6-di-tert-butyl-1H-indole-2-carboxylic acid ethyl ester), solid. Isolated yield 56.0%. RXN SMILES: C(=N[NH:15][C:16]1[CH:21]=[C:20]([C:22]([CH3:25])([CH3:24])[CH3:23])[CH:19]=[C:18]([C:26]([CH3:29])([CH3:28])[CH3:27])[CH:17]=1)(C1C=CC=CC=1)C1C=CC=CC=1.[C:30]([O:35][CH2:36][CH3:37])(=[O:34])[C:31]([CH3:33])=O.O.C1(C)C=CC(S(O)(=O)=O)=CC=1.C(=O)(O)[O-].[Na+]>C(O)C.O>[CH2:36]([O:35][C:30]([C:31]1[NH:15][C:16]2[C:17]([CH:33]=1)=[C:18]([C:26]([CH3:27])([CH3:28])[CH3:29])[CH:19]=[C:20]([C:22]([CH3:25])([CH3:23])[CH3:24])[CH:21]=2)=[O:34])[CH3:37] |f:2.3,4.5|. Procedure details: N-Benzhydrylidene-N′-(3,5-di-tert-butyl-phenyl)-hydrazine (617 mg, 1.6 mmol) was dissolved in ethanol (12 ml). Then, ethyl pyruvate (212 μl, 1.9 mmol) and p-toluene sulfonic acid monohydrate (914 mg, 4.8 mmol) were added thereto. This was heated and stirred at 150° C. by microwave under a nitrogen atmosphere for one hour. After cooling it to room temperature, the reaction mixture was combined with water and an aqueous solution saturated with sodium bicarbonate. The product was extracted into eth... The reactants are C(C)(C)C1=CC=C(C(=O)NCCOC2=CC=C(C(=O)O)C=C2)C=C1 (4-[2-(4-Isopropylbenzamido)ethoxy]benzoic acid), [OH-].[Na+] (sodium hydroxide). Solvent: CO (methanol), O (water). The product is C(C)(C)C1=CC=C(C(=O)NCCOC2=CC=C(C(=O)[O-])C=C2)C=C1.[Na+] (Sodium 4-[2-(4-isopropylbenzamido)ethoxy]benzoate). The yield is 70.5%. Reaction SMILES: [CH:1]([C:4]1[CH:24]=[CH:23][C:7]([C:8]([NH:10][CH2:11][CH2:12][O:13][C:14]2[CH:22]=[CH:21][C:17]([C:18]([OH:20])=[O:19])=[CH:16][CH:15]=2)=[O:9])=[CH:6][CH:5]=1)([CH3:3])[CH3:2].[OH-].[Na+:26]>CO.O>[CH:1]([C:4]1[CH:5]=[CH:6][C:7]([C:8]([NH:10][CH2:11][CH2:12][O:13][C:14]2[CH:22]=[CH:21][C:17]([C:18]([O-:20])=[O:19])=[CH:16][CH:15]=2)=[O:9])=[CH:23][CH:24]=1)([CH3:3])[CH3:2].[Na+:26] |f:1.2,5.6|. Procedure: 4-[2-(4-Isopropylbenzamido)ethoxy]benzoic acid (3.27 g) was dissolved in 50 ml of methanol, a solution of 0.40 g of sodium hydroxide in 5 ml of water was added thereto, the mixture was concentrated in vacuo, and crystallized residue was recrystallised from methanol to give 2.46 g of crystalline product, m.p. not lower than 300° C. IR γmaxKBr (cm-1): 1640, 1605. Starting materials: CON(C(\C=C\C1=CC(=C(C=C1)OC)OC1CCCC1)=O)C ((E)-N-methoxy-N-methyl-3-(3-cyclopentoxy-4-methoxyphenyl)-prop-2-enamide), CC[Mg]Br (CH3CH2MgBr). Run in C1CCOC1 (THF), CCOCC (ether). Run at time 30 minute. The product is C1(CCCC1)OC=1C=C(C=CC1OC)/C=C/C(CC)=O ((E)-5-(3-cyclopentoxy-4-methoxyphenyl)-pent-4-en-3-one). The yield is 34.0%. Reaction SMILES: CON(C)[C:4](=[O:21])/[CH:5]=[CH:6]/[C:7]1[CH:12]=[CH:11][C:10]([O:13][CH3:14])=[C:9]([O:15][CH:16]2[CH2:20][CH2:19][CH2:18][CH2:17]2)[CH:8]=1.[CH3:23][CH2:24][Mg]Br>C1COCC1.CCOCC>[CH:16]1([O:15][C:9]2[CH:8]=[C:7](/[CH:6]=[CH:5]/[C:4](=[O:21])[CH2:23][CH3:24])[CH:12]=[CH:11][C:10]=2[O:13][CH3:14])[CH2:17][CH2:18][CH2:19][CH2:20]1. Reported procedure: To a solution of (E)-N-methoxy-N-methyl-3-(3-cyclopentoxy-4-methoxyphenyl)-prop-2-enamide (1.33 g, 4.36 mmol) in 8.0 mL of THF cooled to 0° C. was added CH3CH2MgBr (9 mL of 1.0M THF solution). The resulting solution was stirred for 30 min, diluted with ether and transferred to a separatory funnel. After washing with H2O, 1M H3PO4, and brine, the organic layer was dried over MgSO4, filtered, and concentrated under reduced pressure. Silica gel chromatography (4:1, hexanes:ethyl acetate) provided (... Reactants: FC1=C(C=CC(=C1)N1C(O[C@H](C1)CN1N=NC=C1)=O)C1=CC(=NO1)C(=O)OCC (Ethyl 5-{2-fluoro-4-[(5R)-2-oxo-5-(1H-1,2,3-triazol-1-ylmethyl)-1,3-oxazolidin-3-yl]phenyl}isoxazole-3-carboxylate), [BH4-].[Li+] (Lithium borohydride), Cl (hydrogen chloride). Run in CO.ClCCl.CS(=O)C (methanol dichloromethane dimethylsulfoxide). Conditions: time 1 hour. The product is FC=1C=C(C=CC1C1=CC(=NO1)CO)N1C(O[C@H](C1)CN1N=NC=C1)=O ((5R)-3-{3-Fluoro-4-[3-(hydroxymethyl)isoxazol-5-yl]phenyl}-5-(1H-1,2,3-triazol-1-ylmethyl)-1,3-oxazolidin-2-one). Yield: 70.8%. As a reaction SMILES: [F:1][C:2]1[CH:7]=[C:6]([N:8]2[CH2:12][C@H:11]([CH2:13][N:14]3[CH:18]=[CH:17][N:16]=[N:15]3)[O:10][C:9]2=[O:19])[CH:5]=[CH:4][C:3]=1[C:20]1[O:24][N:23]=[C:22]([C:25](OCC)=[O:26])[CH:21]=1.[BH4-].[Li+].Cl>CO.ClCCl.CS(C)=O>[F:1][C:2]1[CH:7]=[C:6]([N:8]2[CH2:12][C@H:11]([CH2:13][N:14]3[CH:18]=[CH:17][N:16]=[N:15]3)[O:10][C:9]2=[O:19])[CH:5]=[CH:4][C:3]=1[C:20]1[O:24][N:23]=[C:22]([CH2:25][OH:26])[CH:21]=1 |f:1.2,4.5.6|. Reported procedure: Ethyl 5-{2-fluoro-4-[(5R)-2-oxo-5-(1H-1,2,3-triazol-1-ylmethyl)-1,3-oxazolidin-3-yl]phenyl}isoxazole-3-carboxylate (Example 2, 0.4 g, 1.1 mmol) was suspended in methanol/dichloromethane/dimethylsulfoxide (9 ml:3 ml:1 ml). Lithium borohydride (0.12 g, 5.5 mmol) was added portionwise. The reaction mixture was stirred under nitrogen at room temperature for 1 hour. The pH was adjusted to pH 3–4 using 1N hydrogen chloride, the mixture was cooled to 0° C., and the resulting white precipitate was colle... Reactants: Cl.N[C@H]1CC[C@H](CC1)NC(=O)C1=C(NC2=C1N=CN=C2C2=C(C=CC=1OCOC12)OCC1CC1)C (N-(cis-4-aminocyclohexyl)-4-[5-(cyclopropylmethoxy)-1,3-benzodioxol-4-yl]-6-methyl-5H-pyrrolo[3,2-d]pyrimidine-7-carboxamide hydrochloride), COCC(=O)Cl (methoxy-acetyl chloride). The product is C1(CC1)COC1=C(C2=C(OCO2)C=C1)C=1C2=C(N=CN1)C(=C(N2)C)C(=O)N[C@@H]2CC[C@@H](CC2)NC(COC)=O (4-[5-(Cyclopropylmethoxy)-1,3-benzodioxol-4-yl]-N-{cis-4-[(methoxyacetyl)amino]cyclohexyl}-6-methyl-5H-pyrrolo[3,2-d]pyrimidine-7-carboxamide). As a reaction SMILES: Cl.[NH2:2][C@@H:3]1[CH2:8][CH2:7][C@H:6]([NH:9][C:10]([C:12]2[C:16]3[N:17]=[CH:18][N:19]=[C:20]([C:21]4[C:29]5[O:28][CH2:27][O:26][C:25]=5[CH:24]=[CH:23][C:22]=4[O:30][CH2:31][CH:32]4[CH2:34][CH2:33]4)[C:15]=3[NH:14][C:13]=2[CH3:35])=[O:11])[CH2:5][CH2:4]1.[CH3:36][O:37][CH2:38][C:39](Cl)=[O:40]>>[CH:32]1([CH2:31][O:30][C:22]2[CH:23]=[CH:24][C:25]3[O:26][CH2:27][O:28][C:29]=3[C:21]=2[C:20]2[C:15]3[NH:14][C:13]([CH3:35])=[C:12]([C:10]([NH:9][C@H:6]4[CH2:7][CH2:8][C@@H:3]([NH:2][C:39](=[O:40])[CH2:38][O:37][CH3:36])[CH2:4][CH2:5]4)=[O:11])[C:16]=3[N:17]=[CH:18][N:19]=2)[CH2:34][CH2:33]1 |f:0.1|. Procedure: Starting from N-(cis-4-aminocyclohexyl)-4-[5-(cyclopropylmethoxy)-1,3-benzodioxol-4-yl]-6-methyl-5H-pyrrolo[3,2-d]pyrimidine-7-carboxamide hydrochloride (example D.f3) and commercially available methoxy-acetyl chloride the title compound is obtained as colorless solid. Starting materials: ClC=1C(=CC(N(C1)C1=CC(=C(C=C1)C#N)F)=O)O[C@H]1[C@@H](CN(CC1)C(=O)OC(C)(C)C)C (trans-tert-butyl 4-(5-chloro-1-(4-cyano-3-fluorophenyl)-2-oxo-1,2-dihydropyridin-4-yloxy)-3-methylpiperidine-1-carboxylate), Cl (hydrochloric acid). Run in CO (MeOH). Reaction conditions: time 30 minute. The product is Cl.ClC=1C(=CC(N(C1)C1=CC(=C(C#N)C=C1)F)=O)OC1C(CNCC1)C (4-(5-chloro-4-(3-methylpiperidin-4-yloxy)-2-oxopyridin-1(2H)-yl)-2-fluorobenzonitrile hydrochloride). The yield is 229.6%. Reaction SMILES: [Cl:1][C:2]1[C:3]([O:18][C@@H:19]2[CH2:24][CH2:23][N:22](C(OC(C)(C)C)=O)[CH2:21][C@H:20]2[CH3:32])=[CH:4][C:5](=[O:17])[N:6]([C:8]2[CH:13]=[CH:12][C:11]([C:14]#[N:15])=[C:10]([F:16])[CH:9]=2)[CH:7]=1.Cl>CO>[ClH:1].[Cl:1][C:2]1[C:3]([O:18][CH:19]2[CH2:24][CH2:23][NH:22][CH2:21][CH:20]2[CH3:32])=[CH:4][C:5](=[O:17])[N:6]([C:8]2[CH:13]=[CH:12][C:11]([C:14]#[N:15])=[C:10]([F:16])[CH:9]=2)[CH:7]=1 |f:3.4|. Procedure details: To a solution of trans-tert-butyl 4-(5-chloro-1-(4-cyano-3-fluorophenyl)-2-oxo-1,2-dihydropyridin-4-yloxy)-3-methylpiperidine-1-carboxylate (200 mg, 0.433 mmol) in MeOH (1.0 mL) at room temperature was added hydrochloric acid (2.5 mL, 10.00 mmol, 4.0 M in dioxane). The reaction mixture was stirred for 30 min and then evaporated under reduced pressure. The residue was co-evaporated with ethanol (2×) to give 198 mg of the title compound as an orange solid. This material was used in the next step w... Reactants: CS(=O)(=O)Cl, CC1(c2cccc(N)c2)C2CN(CCCC3CCCCC3)CC21, ClCCl, c1ccncc1. Product: CC1(c2cccc(NS(C)(=O)=O)c2)C2CN(CCCC3CCCCC3)CC21. Reaction SMILES: [CH3:30][S:31](=[O:32])(=[O:33])[Cl:34].[CH:1]1([CH2:7][CH2:8][CH2:9][N:10]2[CH2:11][CH:12]3[C:13]([CH3:16])([c:17]4[cH:18][c:19]([NH2:23])[cH:20][cH:21][cH:22]4)[CH:14]3[CH2:15]2)[CH2:2][CH2:3][CH2:4][CH2:5][CH2:6]1.[Cl:35][CH2:36][Cl:37].[cH:24]1[cH:25][cH:26][n:27][cH:28][cH:29]1>>[CH:1]1([CH2:7][CH2:8][CH2:9][N:10]2[CH2:11][CH:12]3[C:13]([CH3:16])([c:17]4[cH:18][c:19]([NH:23][S:31]([CH3:30])(=[O:32])=[O:33])[cH:20][cH:21][cH:22]4)[CH:14]3[CH2:15]2)[CH2:2][CH2:3][CH2:4][CH2:5][CH2:6]1.